This data is from the Open Reaction Database (ORD), a public repository of structured organic reaction records. The task is: describe an organic reaction: reactants, conditions, products, and yield The reactants are [BH3-]C#N, CC(C)(C)O, CCCCC(I)CCc1ccccc1, [Na+], O, O. Product: CCCCC(O)CCc1ccccc1. Reaction SMILES: [C:1]([BH3-:2])#[N:3].[CH3:5][C:6]([CH3:7])([CH3:8])[OH:9].[I:10][CH:11]([CH2:12][CH2:13][c:14]1[cH:15][cH:16][cH:17][cH:18][cH:19]1)[CH2:20][CH2:21][CH2:22][CH3:23].[Na+:4].[O:24].[OH2:25]>>[OH:9][CH:11]([CH2:12][CH2:13][c:14]1[cH:15][cH:16][cH:17][cH:18][cH:19]1)[CH2:20][CH2:21][CH2:22][CH3:23]. Starting materials: C(C)OC(=O)CCC=1C=C(OC(C(=O)OC(C)(C)C)(C)C)C=CC1 (tert-Butyl 2-[3-[2-(ethoxycarbonyl)ethyl]phenoxy]-2-methylpropionate), [OH-].[K+] (potassium hydroxide). Run in C(C)O (ethanol). Conditions: time 8 hour. Yields the product C(C)(C)(C)OC(=O)C(C)(OC=1C=C(C=CC1)CCC(=O)O)C (3-[3-(1-tert-Butoxycarbonyl-1-methylethoxy)phenyl]propionic Acid). RXN SMILES: C([O:3][C:4]([CH2:6][CH2:7][C:8]1[CH:9]=[C:10]([CH:22]=[CH:23][CH:24]=1)[O:11][C:12]([CH3:21])([CH3:20])[C:13]([O:15][C:16]([CH3:19])([CH3:18])[CH3:17])=[O:14])=[O:5])C.[OH-].[K+]>C(O)C>[C:16]([O:15][C:13]([C:12]([CH3:21])([O:11][C:10]1[CH:9]=[C:8]([CH2:7][CH2:6][C:4]([OH:5])=[O:3])[CH:24]=[CH:23][CH:22]=1)[CH3:20])=[O:14])([CH3:17])([CH3:18])[CH3:19] |f:1.2|. Procedure: tert-Butyl 2-[3-[2-(ethoxycarbonyl)ethyl]phenoxy]-2-methylpropionate (37.1 g, 0.11 mmol) was dissolved in ethanol. Subsequently, aqueous 10% potassium hydroxide solution was added dropwise, and the mixture was stirred overnight at room temperature. The resultant mixture was concentrated under reduced pressure, and then an aqueous 5% potassium hydrogensulfate solution was added thereto. The reaction mixture was extracted with ethyl acetate, and the organic layer was washed with saturated brine. T... As a reaction SMILES: [CH2:1]([c:2]1[cH:3][cH:4][cH:5][cH:6][cH:7]1)[O:8][CH:9]1[CH2:10][CH2:11][C:12]([CH3:15])([C:16](=[O:17])[c:18]2[cH:19][nH:20][c:21]3[n:22][cH:23][c:24]([Br:27])[n:25][c:26]23)[CH2:13][CH2:14]1.[CH3:30][CH2:31][OH:32].[K+:29].[OH-:28]>>[CH2:1]([c:2]1[cH:3][cH:4][cH:5][cH:6][cH:7]1)[O:8][CH:9]1[CH2:10][CH2:11][C:12]([CH3:15])([C:16](=[O:17])[c:18]2[cH:19][nH:20][c:21]3[n:22][cH:23][cH:24][n:25][c:26]23)[CH2:13][CH2:14]1. Reactants: CC1(C(=O)c2c[nH]c3ncc(Br)nc23)CCC(OCc2ccccc2)CC1, CCO, [K+], [OH-]. The product is CC1(C(=O)c2c[nH]c3nccnc23)CCC(OCc2ccccc2)CC1. Reactants: O1[C@@H](C1)COC1=CC=CC=2NC3=CC=CC=C3C12 ((S)-4-Oxiranylmethoxy-9H-carbazole), C1=C(C=CC2=CC=CC=C12)N1[C@H]2C\C=C/C[C@@H](C1)NC2 (Z-(1S,6S)-7-naphthalen-2-yl-7,9-diaza-bicyclo[4.2.2]dec-3-ene), CCN(C(C)C)C(C)C (DIPEA). The solvent is C(C)O (ethanol). Conditions: temperature 95 celsius. Yields the product C1=CC=C(C=2C3=CC=CC=C3NC12)OCC(CN1C2CC=CCC(C1)N(C2)C2=CC1=CC=CC=C1C=C2)O (1-(9H-Carbazol-4-yloxy)-3-(9-naphthalen-2-yl-7,9-diaza-bicyclo[4.2.2]dec-3-en-7-yl)-propan-2-ol). Reaction SMILES: [O:1]1[CH2:3][C@H:2]1[CH2:4][O:5][C:6]1[C:18]2[C:17]3[C:12](=[CH:13][CH:14]=[CH:15][CH:16]=3)[NH:11][C:10]=2[CH:9]=[CH:8][CH:7]=1.[CH:19]1[C:28]2[C:23](=[CH:24][CH:25]=[CH:26][CH:27]=2)[CH:22]=[CH:21][C:20]=1[N:29]1[CH2:36][C@H:35]2[NH:37][CH2:38][C@@H:30]1[CH2:31][CH:32]=[CH:33][CH2:34]2.CCN(C(C)C)C(C)C>C(O)C>[CH:9]1[C:10]2[NH:11][C:12]3[C:17](=[CH:16][CH:15]=[CH:14][CH:13]=3)[C:18]=2[C:6]([O:5][CH2:4][CH:2]([OH:1])[CH2:3][N:37]2[CH2:38][CH:30]3[N:29]([C:20]4[CH:21]=[CH:22][C:23]5[C:28](=[CH:27][CH:26]=[CH:25][CH:24]=5)[CH:19]=4)[CH2:36][CH:35]2[CH2:34][CH:33]=[CH:32][CH2:31]3)=[CH:7][CH:8]=1. Reported procedure: (S)-4-Oxiranylmethoxy-9H-carbazole (18.5 mg, 0.077 mmol) and Z-(1S,6S)-7-naphthalen-2-yl-7,9-diaza-bicyclo[4.2.2]dec-3-ene (20 mg, 0.189 mmol) were placed in a μW tube with ethanol (3 ml), DIPEA (15 μL, 0.086 mmol) and heated to 95° C. for 900 sec. The solvent was evaporated from the reaction mixture and the residue was purified via silica chromatography (30% Ethyl acetate/heptane) to yield the title compound as a residue. Reactants: N1CCNCC1 (piperazine), 30.6, C(OC1=C(C=CC=C1)OC(C#C)(C)C)([O-])=O (1,1-dimethylpropynoxyphenyl carbonate), hydrochloride salt, CCOCC (ether). The product is CC(C#C)(OC(=O)N1CCNCC1)C (1-(1,1-dimethylpropynoxycarbonyl)piperazine). As a reaction SMILES: [NH:1]1[CH2:6][CH2:5][NH:4][CH2:3][CH2:2]1.C(=O)([O-])OC1C=CC=C[C:10]=1[O:15][C:16]([CH3:20])([CH3:19])[C:17]#[CH:18].CC[O:25]CC>>[CH3:19][C:16]([CH3:20])([O:15][C:10]([N:1]1[CH2:6][CH2:5][NH:4][CH2:3][CH2:2]1)=[O:25])[C:17]#[CH:18]. Reported procedure: A stirred mixture of 25.8 g (0.3 mole) of piperazine and 30.6 (0.15 mole) of 1,1-dimethylpropynoxyphenyl carbonate was heated at 90° for 18 hrs. The reaction mixture was cooled and partitioned between excess 5% NaOH solution and 100 ml of CH2Cl2. The layers were separated and the water layer extracted twice more with 100 ml portions of CH2Cl2. The organic extracts were dried (MgSO4), filtered and evaporated to an orange oil. Distillation through a 4-inch Vigreaux column gave 18.3 g (62%) of ligh... Reactants: CCOC(=O)C.CCCCCC (EtOAc hexane), foam, C(C)(C)(C)OC(=O)N(C(=O)OC(C)(C)C)CCC#C (N-but-3-ynyl-imidodicarbonic acid di-tert-butyl ester), COC(CC1C(NC2=CC(=CC=C2C1)OS(=O)(=O)C(F)(F)F)=O)=O ([2-oxo-7-(trifluoro-methanesulfonyloxy)-1,2,3,4-tetrahydro-quinolin-3-yl]-acetic acid methyl ester), tetrakis (triphenylphosphine)palladium. Reagents/catalysts: [Cu]I (copper (I) iodide). Solvent: CN1CCCC1 (N-methylpyrrolidine). Conditions: temperature 60 celsius, time 22 hour. The product is COC(CC1C(NC2=CC(=CC=C2C1)C#CCCN(C(=O)OC(C)(C)C)C(=O)OC(C)(C)C)=O)=O ((7-{4-[Bis-(tert-butoxycarbonyl)-amino]-but-1-ynyl}-2-oxo-1,2,3,4-tetrahydro-quinolin-3-yl)-acetic acid methyl ester). Yield: 61.8%. RXN SMILES: [C:1]([O:5][C:6]([N:8]([CH2:16][CH2:17][C:18]#[CH:19])[C:9]([O:11][C:12]([CH3:15])([CH3:14])[CH3:13])=[O:10])=[O:7])([CH3:4])([CH3:3])[CH3:2].[CH3:20][O:21][C:22](=[O:43])[CH2:23][CH:24]1[CH2:33][C:32]2[C:27](=[CH:28][C:29](OS(C(F)(F)F)(=O)=O)=[CH:30][CH:31]=2)[NH:26][C:25]1=[O:42].CCOC(C)=O.CCCCCC>CN1CCCC1.[Cu]I>[CH3:20][O:21][C:22](=[O:43])[CH2:23][CH:24]1[CH2:33][C:32]2[C:27](=[CH:28][C:29]([C:19]#[C:18][CH2:17][CH2:16][N:8]([C:9]([O:11][C:12]([CH3:13])([CH3:15])[CH3:14])=[O:10])[C:6]([O:5][C:1]([CH3:4])([CH3:3])[CH3:2])=[O:7])=[CH:30][CH:31]=2)[NH:26][C:25]1=[O:42] |f:2.3|. Reported procedure: A suspension of N-but-3-ynyl-imidodicarbonic acid di-tert-butyl ester (4.65 g, 17.3 mmol), [2-oxo-7-(trifluoro-methanesulfonyloxy)-1,2,3,4-tetrahydro-quinolin-3-yl]-acetic acid methyl ester (6.36 g, 17.3 mmol), tetrakis (triphenylphosphine)palladium (2.0 g, 1.7 mmol) and copper (I) iodide (0.49 g, 2.6 mmol) in N-methylpyrrolidine (50 mL; purged with N2) was heated to 60° C. The resulting solution was treated with the original amounts of both catalysts, two additional times, at 1.5 h intervals. A... The product is C(C1=CC=CC=C1)N1C(C=2C(=C(N=CC2C=C1)C(=O)NCC(=O)O)O)=O ([(6-Benzyl-4-hydroxy-5-oxo-5,6-dihydro-[2,6]naphthyridine-3-carbonyl)-amino]acetic acid). Isolated yield 69.9%. As a reaction SMILES: CO[C:3]([C:5]1[N:6]=[CH:7][C:8]2[CH:9]=[CH:10][N:11]([CH2:17][C:18]3[CH:23]=[CH:22][CH:21]=[CH:20][CH:19]=3)[C:12](=[O:16])[C:13]=2[C:14]=1[OH:15])=[O:4].[NH2:24][CH2:25][C:26]([OH:28])=[O:27].C[O-].[Na+]>>[CH2:17]([N:11]1[CH:10]=[CH:9][C:8]2[CH:7]=[N:6][C:5]([C:3]([NH:24][CH2:25][C:26]([OH:28])=[O:27])=[O:4])=[C:14]([OH:15])[C:13]=2[C:12]1=[O:16])[C:18]1[CH:23]=[CH:22][CH:21]=[CH:20][CH:19]=1 |f:2.3|. Procedure details: A mixture of 6-benzyl-4-hydroxy-5-oxo-5,6-dihydro-[2,6]naphthyridine-3-carboxylic acid methyl ester (25 mg, 0.081 mmol), glycine (805 mg, 10.7 mmol) and NaOMe solution (16 mL, 8.06 mmol, 0.5 M in MeOH) was refluxed for 16 h. Solvent was evaporated in vacuo, and the residue was partitioned between water and EtOAc. 1 M HCl was added with vigorous stirring until pH was about 2. The organic layer was dried over MgSO4 and concentrated. The crude solid was dissolved in saturated NaHCO3 and washed with... The reactants are COC(=O)C=1N=CC=2C=CN(C(C2C1O)=O)CC1=CC=CC=C1 (6-benzyl-4-hydroxy-5-oxo-5,6-dihydro-[2,6]naphthyridine-3-carboxylic acid methyl ester), NCC(=O)O (glycine), C[O-].[Na+] (NaOMe).